From a dataset of the Open Reaction Database (ORD), a public repository of structured organic reaction records. describe an organic reaction: reactants, conditions, products, and yield Reactants: CS(=O)(=O)N1Cc2cccc(-c3ccc4cnc(O)nn34)c2C1, CN(C)C=O, CCN(C(C)C)C(C)C, NC(=O)CN1CC(c2ccc(N)cc2)C1. The product is CS(=O)(=O)N1Cc2cccc(-c3ccc4cnc(Nc5ccc(C6CN(CC(N)=O)C6)cc5)nn34)c2C1. RXN SMILES: [CH3:1][S:2](=[O:3])(=[O:4])[N:5]1[CH2:6][c:7]2[cH:8][cH:9][cH:10][c:11](-[c:14]3[cH:15][cH:16][c:17]4[cH:18][n:19][c:20]([OH:23])[n:21][n:22]34)[c:12]2[CH2:13]1.[CH3:33][N:34]([CH3:35])[CH:36]=[O:37].[CH:24]([N:25]([CH2:26][CH3:27])[CH:28]([CH3:29])[CH3:30])([CH3:31])[CH3:32].[NH2:38][c:39]1[cH:40][cH:41][c:42]([CH:45]2[CH2:46][N:47]([CH2:49][C:50](=[O:51])[NH2:52])[CH2:48]2)[cH:43][cH:44]1>>[CH3:1][S:2](=[O:3])(=[O:4])[N:5]1[CH2:6][c:7]2[cH:8][cH:9][cH:10][c:11](-[c:14]3[cH:15][cH:16][c:17]4[cH:18][n:19][c:20]([NH:38][c:39]5[cH:40][cH:41][c:42]([CH:45]6[CH2:46][N:47]([CH2:49][C:50](=[O:51])[NH2:52])[CH2:48]6)[cH:43][cH:44]5)[n:21][n:22]34)[c:12]2[CH2:13]1.